This data is from the Open Reaction Database (ORD), a public repository of structured organic reaction records. The task is: describe an organic reaction: reactants, conditions, products, and yield Reactants: O=C([O-])[O-], CCO, CO, CO, CC(C)O, ClC(Cl)Cl, O=C1N(C2CCCCC2)CC(CCl)C1(c1ccccc1)c1ccccc1, OC1(c2ccc(Cl)cc2)CCNCC1, [K+], [K+]. Yields the product O=C1N(C2CCCCC2)CC(CN2CCC(O)(c3ccc(Cl)cc3)CC2)C1(c1ccccc1)c1ccccc1. Reaction SMILES: [C:27](=[O:28])([O-:29])[O-:30].[CH3:47][CH2:48][OH:49].[CH3:54][OH:55].[CH3:56][OH:57].[CH:50]([OH:51])([CH3:52])[CH3:53].[CH:58]([Cl:59])([Cl:60])[Cl:61].[Cl:1][CH2:2][CH:3]1[C:4]([c:15]2[cH:16][cH:17][cH:18][cH:19][cH:20]2)([c:21]2[cH:22][cH:23][cH:24][cH:25][cH:26]2)[C:5](=[O:14])[N:6]([CH:8]2[CH2:9][CH2:10][CH2:11][CH2:12][CH2:13]2)[CH2:7]1.[Cl:33][c:34]1[cH:35][cH:36][c:37]([C:40]2([OH:46])[CH2:41][CH2:42][NH:43][CH2:44][CH2:45]2)[cH:38][cH:39]1.[K+:31].[K+:32]>>[CH2:2]([CH:3]1[C:4]([c:15]2[cH:16][cH:17][cH:18][cH:19][cH:20]2)([c:21]2[cH:22][cH:23][cH:24][cH:25][cH:26]2)[C:5](=[O:14])[N:6]([CH:8]2[CH2:9][CH2:10][CH2:11][CH2:12][CH2:13]2)[CH2:7]1)[N:43]1[CH2:42][CH2:41][C:40]([c:37]2[cH:36][cH:35][c:34]([Cl:33])[cH:39][cH:38]2)([OH:46])[CH2:45][CH2:44]1. The reactants are [Cl-].[NH4+] (ammonium chloride), [F-].C(CCC)[N+](CCCC)(CCCC)CCCC (tetrabutylammonium fluoride), C1(=CC=CC=C1)S(=O)(=O)N1C=CC=2C1=NC=CC2F (1-benzenesulfonyl-4-fluoro-1H-pyrrolo[2,3-b]pyridine), C(CCC)[Li] (n-butyllithium), IC (iodomethane). Solvent: C1CCOC1 (THF). Reaction conditions: temperature 65 celsius, time 90 minute. The product is FC1=C2C(=NC=C1)NC(=C2)C (4-fluoro-2-methyl-1H-pyrrolo[2,3-b]pyridine). Isolated yield 80.9%. Reaction SMILES: C1(S([N:10]2[C:14]3=[N:15][CH:16]=[CH:17][C:18]([F:19])=[C:13]3[CH:12]=[CH:11]2)(=O)=O)C=CC=CC=1.[CH2:20]([Li])CCC.IC.[Cl-].[NH4+].[F-].C([N+](CCCC)(CCCC)CCCC)CCC>C1COCC1>[F:19][C:18]1[CH:17]=[CH:16][N:15]=[C:14]2[NH:10][C:11]([CH3:20])=[CH:12][C:13]=12 |f:3.4,5.6|. Procedure details: To a solution of 4-fluoro-1H-pyrrolo[2,3-b]pyridine (408 mg, 3.0 mmol), in THF (5 mL) sodium hydride (60% in oil, 120 mg, 3.0 mmol) was added in small portions. After 30 min, benzenesulfonyl chloride (0.42 mL, 3.3 mmol) was added and stirred at 23° C. for 21 h. Ethyl acetate was added (25 mL), the mixture was cooled at 0° C., neutralized with a solution of saturated ammonium chloride and layers were separated. The aqueous layer was extracted twice with ethyl acetate (2×25 mL), the organic layers... Reactants: C(C)OC(=O)N1CCN(CC1)C([C@H](CCC(=O)OC(C)(C)C)NC(=O)C1=NN(C(=C1)OC1(CCC1)C(=O)OCC)C1=CC=CC=C1)=O (4-((S)-4-tert-Butoxycarbonyl-2-{[5-(1-ethoxycarbonyl-cyclobutoxy)-1-phenyl-1H-pyrazole-3-carbonyl]-amino}-butyryl)-piperazine-1-carboxylic acid ethyl ester), [OH-].[Na+] (NaOH), Cl (hydrochloric acid). The solvent is C1CCOC1 (THF). Reaction conditions: time 2 hour. Yields the product C(C)OC(=O)N1CCN(CC1)C([C@H](CCC(=O)OC(C)(C)C)NC(=O)C1=NN(C(=C1)OC1(CCC1)C(=O)O)C1=CC=CC=C1)=O (4-((S)-4-tert-Butoxycarbonyl-2-{[5-(1-carboxy-cyclobutoxy)-1-phenyl-1H-pyrazole-3-carbonyl]-amino}-butyryl)-piperazine-1-carboxylic acid ethyl ester). RXN SMILES: [CH2:1]([O:3][C:4]([N:6]1[CH2:11][CH2:10][N:9]([C:12](=[O:47])[C@@H:13]([NH:23][C:24]([C:26]2[CH:30]=[C:29]([O:31][C:32]3([C:36]([O:38]CC)=[O:37])[CH2:35][CH2:34][CH2:33]3)[N:28]([C:41]3[CH:46]=[CH:45][CH:44]=[CH:43][CH:42]=3)[N:27]=2)=[O:25])[CH2:14][CH2:15][C:16]([O:18][C:19]([CH3:22])([CH3:21])[CH3:20])=[O:17])[CH2:8][CH2:7]1)=[O:5])[CH3:2].[OH-].[Na+].Cl>C1COCC1>[CH2:1]([O:3][C:4]([N:6]1[CH2:11][CH2:10][N:9]([C:12](=[O:47])[C@@H:13]([NH:23][C:24]([C:26]2[CH:30]=[C:29]([O:31][C:32]3([C:36]([OH:38])=[O:37])[CH2:33][CH2:34][CH2:35]3)[N:28]([C:41]3[CH:46]=[CH:45][CH:44]=[CH:43][CH:42]=3)[N:27]=2)=[O:25])[CH2:14][CH2:15][C:16]([O:18][C:19]([CH3:22])([CH3:21])[CH3:20])=[O:17])[CH2:8][CH2:7]1)=[O:5])[CH3:2] |f:1.2|. Reported procedure: To a solution of 680 mg of 4-((S)-4-tert-Butoxycarbonyl-2-{[5-(1-ethoxycarbonyl-cyclobutoxy)-1-phenyl-1H-pyrazole-3-carbonyl]-amino}-butyryl)-piperazine-1-carboxylic acid ethyl ester in 6 ml of THF, 1.6 ml of a 1 M aqueous NaOH solution was added. After stirring for 2 h at RT the reaction was acidified to pH 1 with diluted aqueous hydrochloric acid and extracted with DCM (3×50 ml). The combined organic phases were dried over MgSO4 and the solvents were removed under reduced pressure.